This data is from the Open Reaction Database (ORD), a public repository of structured organic reaction records. The task is: describe an organic reaction: reactants, conditions, products, and yield Starting materials: C(C)(C)(C)OC(NCC1=CC=C(C=C1)C1=CC(=CC=C1)OC1=NC(=NC=C1)C#N)=O ([3′-(2-cyano-pyrimidin-4-yloxy)-biphenyl-4-ylmethyl]-carbamic acid tert-butyl ester). Solvent: C(=O)O (formic acid). Yields the product NCC1=CC=C(C=C1)C1=CC(=CC=C1)OC1=NC(=NC=C1)C#N (4-(4′-aminomethyl-biphenyl-3-yloxy)-pyrimidine-2-carbonitrile). As a reaction SMILES: C(OC(=O)[NH:7][CH2:8][C:9]1[CH:14]=[CH:13][C:12]([C:15]2[CH:20]=[CH:19][CH:18]=[C:17]([O:21][C:22]3[CH:27]=[CH:26][N:25]=[C:24]([C:28]#[N:29])[N:23]=3)[CH:16]=2)=[CH:11][CH:10]=1)(C)(C)C>C(O)=O>[NH2:7][CH2:8][C:9]1[CH:14]=[CH:13][C:12]([C:15]2[CH:20]=[CH:19][CH:18]=[C:17]([O:21][C:22]3[CH:27]=[CH:26][N:25]=[C:24]([C:28]#[N:29])[N:23]=3)[CH:16]=2)=[CH:11][CH:10]=1. Reported procedure: A solution of [3′-(2-cyano-pyrimidin-4-yloxy)-biphenyl-4-ylmethyl]-carbamic acid tert-butyl ester (10 mg) in formic acid (0.154 ml) is stirred at rt for 1 h. This solution is evaporated under reduced pressure. The remaining oil is treated with diethyl ether to obtain crystals of 4-(4′-aminomethyl-biphenyl-3-yloxy)-pyrimidine-2-carbonitrile as salt with formic acid.